Task: describe an organic reaction: reactants, conditions, products, and yield. Dataset: the Open Reaction Database (ORD), a public repository of structured organic reaction records Starting materials: COc1ccccc1C=[N+]1CCCCC1, COc1ccc2cc(O)ccc2c1, [Cl-]. Product: COc1ccc2c(C(c3ccccc3OC)N3CCCCC3)c(O)ccc2c1. Reaction SMILES: [CH3:15][O:16][c:17]1[c:18]([CH:19]=[N+:20]2[CH2:21][CH2:22][CH2:23][CH2:24][CH2:25]2)[cH:26][cH:27][cH:28][cH:29]1.[CH3:1][O:2][c:3]1[cH:4][c:5]2[cH:6][cH:7][c:8]([OH:13])[cH:9][c:10]2[cH:11][cH:12]1.[Cl-:14]>>[CH3:1][O:2][c:3]1[cH:4][c:5]2[cH:6][cH:7][c:8]([OH:13])[c:9]([CH:19]([c:18]3[c:17]([O:16][CH3:15])[cH:29][cH:28][cH:27][cH:26]3)[N:20]3[CH2:21][CH2:22][CH2:23][CH2:24][CH2:25]3)[c:10]2[cH:11][cH:12]1. The reactants are [OH-].[Na+] (sodium hydroxide), ClC1=NC=CC=C1C1=C(C(=CN1S(=O)(=O)C1=CC=CC=C1)CN(C(OC(C)(C)C)=O)C)F (tert-butyl {[5-(2-chloropyridin-3-yl)-4-fluoro-1-(phenylsulfonyl)-1H-pyrrol-3-yl]methyl}methylcarbamate), O1CCCC1 (tetrahydrofuran), CC(C)O (2-propanol). Solvent: CO (methanol). Conditions: time 1 hour. The product is ClC1=NC=CC=C1C1=C(C(=CN1)CN(C(OC(C)(C)C)=O)C)F (tert-butyl {[5-(2-chloropyridin-3-yl)-4-fluoro-1H-pyrrol-3-yl]methyl}methylcarbamate). Yield: 92.2%. RXN SMILES: [Cl:1][C:2]1[C:7]([C:8]2[N:12](S(C3C=CC=CC=3)(=O)=O)[CH:11]=[C:10]([CH2:22][N:23]([CH3:31])[C:24](=[O:30])[O:25][C:26]([CH3:29])([CH3:28])[CH3:27])[C:9]=2[F:32])=[CH:6][CH:5]=[CH:4][N:3]=1.O1CCCC1.CC(O)C.[OH-].[Na+]>CO>[Cl:1][C:2]1[C:7]([C:8]2[NH:12][CH:11]=[C:10]([CH2:22][N:23]([CH3:31])[C:24](=[O:30])[O:25][C:26]([CH3:28])([CH3:29])[CH3:27])[C:9]=2[F:32])=[CH:6][CH:5]=[CH:4][N:3]=1 |f:3.4|. Procedure details: To a mixture of tert-butyl {[5-(2-chloropyridin-3-yl)-4-fluoro-1-(phenylsulfonyl)-1H-pyrrol-3-yl]methyl}methylcarbamate (5.50 g), tetrahydrofuran (25 mL), 2-propanol (25 mL) and methanol (20 mL) was added a 1 mol/L aqueous sodium hydroxide solution (50 mL), and the mixture was stirred at room temperature for 1 hr. The reaction mixture was concentrated under reduced pressure. Water was added to the residue, and the mixture was extracted with ethyl acetate. The extract washed with saturated aqueou... Starting materials: C1CCOC1, CC(=O)O, CNc1nc(Cl)nc2c1CCC2c1cc(F)c(F)c(F)c1, Cc1ncnn1-c1ccc(N)cc1F. The product is CNc1nc(Nc2ccc(-n3ncnc3C)c(F)c2)nc2c1CCC2c1cc(F)c(F)c(F)c1. As a reaction SMILES: [CH2:40]1[O:41][CH2:42][CH2:43][CH2:44]1.[CH3:36][C:37](=[O:38])[OH:39].[Cl:1][c:2]1[n:3][c:4]([NH:20][CH3:21])[c:5]2[c:6]([n:7]1)[CH:8]([c:11]1[cH:12][c:13]([F:19])[c:14]([F:18])[c:15]([F:17])[cH:16]1)[CH2:9][CH2:10]2.[F:22][c:23]1[cH:24][c:25]([NH2:26])[cH:27][cH:28][c:29]1-[n:30]1[n:31][cH:32][n:33][c:34]1[CH3:35]>>[c:2]1([NH:26][c:25]2[cH:24][c:23]([F:22])[c:29](-[n:30]3[n:31][cH:32][n:33][c:34]3[CH3:35])[cH:28][cH:27]2)[n:3][c:4]([NH:20][CH3:21])[c:5]2[c:6]([n:7]1)[CH:8]([c:11]1[cH:12][c:13]([F:19])[c:14]([F:18])[c:15]([F:17])[cH:16]1)[CH2:9][CH2:10]2. The reactants are N1C(=CC2=CC=CC=C12)CCN (2-(indol-2-yl)ethylamine), C(#N)[BH3-].[Na+] (sodium cyanoborohydride), [OH-].[Na+] (sodium hydroxide). The solvent is O (water), C(C)(=O)O (acetic acid). Run at time 15 hour. The product is N1C(CC2=CC=CC=C12)CCN (2-(2,3-dihydroindol-2-yl)ethylamine). Yield: 51.6%. RXN SMILES: [NH:1]1[C:9]2[C:4](=[CH:5][CH:6]=[CH:7][CH:8]=2)[CH:3]=[C:2]1[CH2:10][CH2:11][NH2:12].C([BH3-])#N.[Na+].[OH-].[Na+]>C(O)(=O)C.O>[NH:1]1[C:9]2[C:4](=[CH:5][CH:6]=[CH:7][CH:8]=2)[CH2:3][CH:2]1[CH2:10][CH2:11][NH2:12] |f:1.2,3.4|. Procedure details: To a solution of 2-(indol-2-yl)ethylamine (2.7 g) in acetic acid (25 ml) at 15° C. was added sodium cyanoborohydride (2.22 g) in one portion. The solution was stirred at room temperature for 15 hours and diluted with chilled water. The mixture was made basic with sodium hydroxide pellets and extracted three times with ether. The ether layer was washed with brine, dried over anhydrous magnesium sulfate, and evaporated in vacuo to give 2-(2,3-dihydroindol-2-yl)ethylamine (1.41 g) as an oil. The oi... The reactants are CCOC(=O)CCNC(=O)c1ccc(-c2nc(=O)o[nH]2)cc1, C1COCCO1, [Na+], [OH-], O. The product is O=C(O)CCNC(=O)c1ccc(-c2nc(=O)o[nH]2)cc1. RXN SMILES: [CH2:1]([CH3:2])[O:3][C:4]([CH2:5][CH2:6][NH:7][C:8]([c:9]1[cH:10][cH:11][c:12](-[c:15]2[nH:16][o:17][c:18](=[O:20])[n:19]2)[cH:13][cH:14]1)=[O:21])=[O:22].[CH2:25]1[O:26][CH2:27][CH2:28][O:29][CH2:30]1.[Na+:24].[OH-:23].[OH2:31]>>[O:3]=[C:4]([CH2:5][CH2:6][NH:7][C:8]([c:9]1[cH:10][cH:11][c:12](-[c:15]2[nH:16][o:17][c:18](=[O:20])[n:19]2)[cH:13][cH:14]1)=[O:21])[OH:22]. Starting materials: FC(C=1C=C(C(=O)F)C=CC1)(F)F (m-trifluoromethylbenzoyl fluoride), S(=O)(Cl)Cl (thionyl chloride), [OH-].[Na+] (sodium hydroxide), FC1=CC=C(C(C(=O)O)=C1)N (5-fluoroanthranilic acid). The reagents and catalysts are [Cl-].C[N+](CC1=CC=CC=C1)(C)C (trimethylbenzylammonium chloride). Run in ClCCCl (1,2-dichloroethane). Product: FC=1C=CC2=C(C(OC(=N2)C2=CC(=CC=C2)C(F)(F)F)=O)C1 (6-fluoro-2-(m-trifluoromethylphenyl)-4H-3,1-benzoxazin-4one). Yield: 90.0%. As a reaction SMILES: [F:1][C:2]([F:13])([F:12])[C:3]1[CH:4]=[C:5]([CH:9]=[CH:10][CH:11]=1)[C:6](F)=[O:7].[OH-].[Na+].[F:16][C:17]1[CH:25]=[C:21]([C:22](O)=[O:23])[C:20]([NH2:26])=[CH:19][CH:18]=1.S(Cl)(Cl)=O>[Cl-].C[N+](C)(C)CC1C=CC=CC=1.ClCCCl>[F:16][C:17]1[CH:18]=[CH:19][C:20]2[N:26]=[C:6]([C:5]3[CH:9]=[CH:10][CH:11]=[C:3]([C:2]([F:13])([F:12])[F:1])[CH:4]=3)[O:7][C:22](=[O:23])[C:21]=2[CH:25]=1 |f:1.2,5.6|. Procedure: Under the reaction conditions described in Example 1, 14.4 g of m-trifluoromethylbenzoyl fluoride, 6 g of 50% strength aqueous sodium hydroxide solution, 11.6 g of 5-fluoroanthranilic acid and 0.15 g of trimethylbenzylammonium chloride in 185 g of 1,2-dichloroethane are reacted with one another, and the product is then subjected to a cyclization reaction with 11 parts of thionyl chloride. Working up the mixture gives 20.8 g (90%) of 6-fluoro-2-(m-trifluoromethylphenyl)-4H-3,1-benzoxazin-4one of ...